From a dataset of the Open Reaction Database (ORD), a public repository of structured organic reaction records. describe an organic reaction: reactants, conditions, products, and yield Reaction SMILES: [Cl:1][C:2](=[O:3])[O:4][CH2:5][CH3:6].[ClH:16].[NH2:7][c:8]1[c:9]([F:15])[cH:10][c:11]([OH:14])[cH:12][cH:13]1.[Na+:18].[OH-:17]>>[C:2](=[O:3])([O:4][CH2:5][CH3:6])[NH:7][c:8]1[c:9]([F:15])[cH:10][c:11]([OH:14])[cH:12][cH:13]1. The reactants are CCOC(=O)Cl, Cl, Nc1ccc(O)cc1F, [Na+], [OH-]. Yields the product CCOC(=O)Nc1ccc(O)cc1F. Starting materials: C(C)(=O)SCC(C(=O)N1[C@H](C(=O)O)CCC1)CSC (1-[3-(acetylthio)-2-(methylthiomethyl)propanoyl]-L-proline). The solvent is O (water), N (ammonia). The product is SCC(C(=O)N1[C@H](C(=O)O)CCC1)CSC ([3-mercapto-2-(methylthiomethyl)propanoyl]-L-proline). As a reaction SMILES: [C:1]([S:4][CH2:5][CH:6]([CH2:17][S:18]C)[C:7]([N:9]1[CH2:16][CH2:15][CH2:14][C@H:10]1[C:11]([OH:13])=[O:12])=[O:8])(=O)C>O.N>[SH:18][CH2:17][CH:6]([CH2:5][S:4][CH3:1])[C:7]([N:9]1[CH2:16][CH2:15][CH2:14][C@H:10]1[C:11]([OH:13])=[O:12])=[O:8]. Procedure: 1-[3-(acetylthio)-2-(methylthiomethyl)propanoyl]-L-proline (1.2 g.) is dissolved in a mixture of water (12 ml.) and concentrated ammonia (12 ml.) under a blanket of argon. After twenty minutes, the reaction mixture is acidified and extracted with ethyl acetate. The organic layer is dried and concentrated to dryness to yield 1-([3-mercapto-2-(methylthiomethyl)propanoyl]-L-proline. Reactants: FC(C(=O)O)(F)F.N1C=NC(=C1)C=CCCCC(=O)O (6-(1H-imidazol-4-yl)hex-5-enoic acid trifluoroacetate). Reagents/catalysts: [Pd] (palladium-on-charcoal). Solvent: C(C)(=O)O (acetic acid). Run at time 13 hour. Product: FC(C(=O)O)(F)F.N1C=NC(=C1)CCCCCC(=O)O (6-(1H-imidazol-4-yl)hexanoic acid trifluoroacetate). Yield: 79.7%. Reaction SMILES: [F:1][C:2]([F:7])([F:6])[C:3]([OH:5])=[O:4].[NH:8]1[CH:12]=[C:11]([CH:13]=[CH:14][CH2:15][CH2:16][CH2:17][C:18]([OH:20])=[O:19])[N:10]=[CH:9]1>[Pd].C(O)(=O)C>[F:1][C:2]([F:7])([F:6])[C:3]([OH:5])=[O:4].[NH:8]1[CH:12]=[C:11]([CH2:13][CH2:14][CH2:15][CH2:16][CH2:17][C:18]([OH:20])=[O:19])[N:10]=[CH:9]1 |f:0.1,4.5|. Reported procedure: 4 ml of acetic acid and 80 mg of palladium-on-charcoal at 10% are added to 218 mg (0.741 mmol) of 6-(1H-imidazol-4-yl)hex-5-enoic acid trifluoroacetate. The reaction medium is placed under a hydrogen atmosphere at atmospheric pressure. After 13 hours, the reaction medium is filtered through celite. After the solvents have been evaporated off, 175 mg of 6-(1H-imidazol-4-yl)hexanoic acid trifluoroacetate in the form of a yellow oil are obtained with a yield of 80%. Reactants: [Br-].C(#N)C1=CC=C2C=CC(=CC2=C1)C[P+](C1=CC=CC=C1)(C1=CC=CC=C1)C1=CC=CC=C1 ((7-cyano-2-naphthyl)methyltriphenylphosphoniumbromide), C(C)(C)(C)OC(=O)N1C[C@H](CC1)OC1=CC=C(C=C1)C(C(=O)OCC)=O (ethyl 2-[4-[((3S)-1-tert-butoxycarbonyl-3-pyrrolidinyl)oxy]phenyl]-2-oxoacetate), CCCCCC.C(C)(=O)OCC (n-hexane ethyl acetate), C1CCC2=NCCCN2CC1 (1,8-diazabicyclo[5.4.0]-7-undecene). Run in O1CCCC1 (tetrahydrofuran), C(C)O (ethanol). Product: C(C)(C)(C)OC(=O)N1C[C@H](CC1)OC1=CC=C(C=C1)C(C(=O)OCC)=CC1=CC2=CC(=CC=C2C=C1)C#N (ethyl 2-[4-[((3S)-1-tert-butoxycarbonyl-3-pyrrolidinyl)oxy]phenyl]-3-(7-cyano-2-naphthyl)acrylate). Yield: 85.9%. RXN SMILES: [Br-].[C:2]([C:4]1[CH:13]=[C:12]2[C:7]([CH:8]=[CH:9][C:10]([CH2:14][P+](C3C=CC=CC=3)(C3C=CC=CC=3)C3C=CC=CC=3)=[CH:11]2)=[CH:6][CH:5]=1)#[N:3].[C:34]([O:38][C:39]([N:41]1[CH2:45][CH2:44][C@H:43]([O:46][C:47]2[CH:52]=[CH:51][C:50]([C:53](=O)[C:54]([O:56][CH2:57][CH3:58])=[O:55])=[CH:49][CH:48]=2)[CH2:42]1)=[O:40])([CH3:37])([CH3:36])[CH3:35].C1CCN2C(=NCCC2)CC1.CCCCCC.C(OCC)(=O)C>O1CCCC1.C(O)C>[C:34]([O:38][C:39]([N:41]1[CH2:45][CH2:44][C@H:43]([O:46][C:47]2[CH:48]=[CH:49][C:50]([C:53](=[CH:14][C:10]3[CH:9]=[CH:8][C:7]4[C:12](=[CH:13][C:4]([C:2]#[N:3])=[CH:5][CH:6]=4)[CH:11]=3)[C:54]([O:56][CH2:57][CH3:58])=[O:55])=[CH:51][CH:52]=2)[CH2:42]1)=[O:40])([CH3:37])([CH3:36])[CH3:35] |f:0.1,4.5|. Reported procedure: 8.40 g of (7-cyano-2-naphthyl)methyltriphenylphosphoniumbromide and 5.0 g of ethyl 2-[4-[((3S)-1-tert-butoxycarbonyl-3-pyrrolidinyl)oxy]phenyl]-2-oxoacetate were suspended in a mixture of 100 ml of tetrahydrofuran and 100 ml of ethanol. With stirring, to the resulting suspension was added 2.51 g of 1,8-diazabicyclo[5.4.0]-7-undecene, followed by stirring for 3 hours at room temperature. After distilling off the solvent, the residue thus obtained was subjected to silica gel column chromatography ... Starting materials: [BH4-], [BH4-], CC(=O)O, C1CCOC1, Cl[Co]Cl, [Na+], O, COc1cccc(C(O)COc2ccc(C=C3SC(=O)NC3=O)cc2)c1, c1ccc(-c2ccccn2)nc1. The product is COc1cccc(C(O)COc2ccc(CC3SC(=O)NC3=O)cc2)c1. Reaction SMILES: [BH4-:39].[BH4-:41].[C:50]([OH:51])(=[O:52])[CH3:53].[CH2:42]1[O:43][CH2:44][CH2:45][CH2:46]1.[Co:47]([Cl:48])[Cl:49].[Na+:40].[OH2:54].[OH:1][CH:2]([CH2:3][O:4][c:5]1[cH:6][cH:7][c:8]([CH:9]=[C:10]2[C:11](=[O:16])[NH:12][C:13](=[O:15])[S:14]2)[cH:17][cH:18]1)[c:19]1[cH:20][c:21]([O:25][CH3:26])[cH:22][cH:23][cH:24]1.[n:27]1[cH:28][cH:29][cH:30][cH:31][c:32]1-[c:33]1[cH:34][cH:35][cH:36][cH:37][n:38]1>>[OH:1][CH:2]([CH2:3][O:4][c:5]1[cH:6][cH:7][c:8]([CH2:9][CH:10]2[C:11](=[O:16])[NH:12][C:13](=[O:15])[S:14]2)[cH:17][cH:18]1)[c:19]1[cH:20][c:21]([O:25][CH3:26])[cH:22][cH:23][cH:24]1. The reactants are CCNC(=O)NN(C)CC(=O)O, CCOC(OCC)C(C)N(Cc1csc2ccccc12)C(=O)C(N)CC(=O)OC(C)(C)C. Yields the product CCNC(=O)NN(C)CC(=O)NC(CC(=O)OC(C)(C)C)C(=O)N(Cc1csc2ccccc12)C(C)C(OCC)OCC. As a reaction SMILES: [CH2:1]([CH3:2])[NH:3][C:4](=[O:5])[NH:6][N:7]([CH3:8])[CH2:9][C:10](=[O:11])[OH:12].[NH2:13][CH:14]([CH2:15][C:16](=[O:17])[O:18][C:19]([CH3:20])([CH3:21])[CH3:22])[C:23](=[O:24])[N:25]([CH:26]([CH:27]([O:28][CH2:29][CH3:30])[O:31][CH2:32][CH3:33])[CH3:34])[CH2:35][c:36]1[c:37]2[c:38]([s:39][cH:40]1)[cH:41][cH:42][cH:43][cH:44]2>>[CH2:1]([CH3:2])[NH:3][C:4](=[O:5])[NH:6][N:7]([CH3:8])[CH2:9][C:10](=[O:12])[NH:13][CH:14]([CH2:15][C:16](=[O:17])[O:18][C:19]([CH3:20])([CH3:21])[CH3:22])[C:23](=[O:24])[N:25]([CH:26]([CH:27]([O:28][CH2:29][CH3:30])[O:31][CH2:32][CH3:33])[CH3:34])[CH2:35][c:36]1[c:37]2[c:38]([s:39][cH:40]1)[cH:41][cH:42][cH:43][cH:44]2. Starting materials: C(C)OC(CC1C2=C(B(O1)O)C=C(C=C2C)OC2=NC=CN=C2C#N)=O ([6-(3-cyano-pyrazin-2-yloxy)-1-hydroxy-4-methyl-1,3-dihydro-benzo[c][1,2]oxaborol-3-yl]-acetic acid ethyl ester), [OH-].[Na+] (NaOH), O (H2O), Cl (HCl). Conditions: time 8 hour. Product: C(=O)(O)CC1C2=C(B(O1)O)C=C(C=C2C)OC=2C(=NC=CN2)C(=O)O (3-(3-Carboxymethyl-1-hydroxy-4-methyl-1,3-dihydro-benzo[c][1,2]oxaborol-6-yloxy)-pyrazine-2-carboxylic acid). RXN SMILES: C([O:3][C:4](=[O:26])[CH2:5][CH:6]1[O:10][B:9]([OH:11])[C:8]2[CH:12]=[C:13]([O:17][C:18]3[C:23]([C:24]#N)=[N:22][CH:21]=[CH:20][N:19]=3)[CH:14]=[C:15]([CH3:16])[C:7]1=2)C.[OH-:27].[Na+].Cl.[OH2:30]>C1COCC1>[C:4]([CH2:5][CH:6]1[O:10][B:9]([OH:11])[C:8]2[CH:12]=[C:13]([O:17][C:18]3[C:23]([C:24]([OH:30])=[O:27])=[N:22][CH:21]=[CH:20][N:19]=3)[CH:14]=[C:15]([CH3:16])[C:7]1=2)([OH:3])=[O:26] |f:1.2|. Reported procedure: To a solution of [6-(3-cyano-pyrazin-2-yloxy)-1-hydroxy-4-methyl-1,3-dihydro-benzo[c][1,2]oxaborol-3-yl]-acetic acid ethyl ester (100 mg, 0.283 mmol) in THF (3 mL) was added NaOH (1N in H2O, 2.0 mL). The resulting solution was stirred at room temperature overnight. The mixture was diluted with H2O and acidified to pH 3 with 1N HCl at 0° C. The resulting mixture was extracted with ethyl acetate. The organic phase was separated, dried (Na2SO4), and concentrated. The crude mixture was purified by p... The yield is 82.0%. The solvent is C1CCOC1 (THF).